Dataset: the Open Reaction Database (ORD), a public repository of structured organic reaction records. Task: describe an organic reaction: reactants, conditions, products, and yield The reactants are COC(C1=C(C=C(C(=C1)Cl)NC(C)=O)OCCCCCC)=O (4-acetylamino-5-chloro-2-hexyloxybenzoic acid methyl ester), C(C)O (ethanol), [OH-].[Na+] (sodium hydroxide). Solvent: O (water). The product is NC1=CC(=C(C(=O)O)C=C1Cl)OCCCCCC (4-amino-5-chloro-2-hexyloxybenzoic acid). Reaction SMILES: C[O:2][C:3](=[O:22])[C:4]1[CH:9]=[C:8]([Cl:10])[C:7]([NH:11]C(=O)C)=[CH:6][C:5]=1[O:15][CH2:16][CH2:17][CH2:18][CH2:19][CH2:20][CH3:21].C(O)C.[OH-].[Na+]>O>[NH2:11][C:7]1[C:8]([Cl:10])=[CH:9][C:4]([C:3]([OH:22])=[O:2])=[C:5]([O:15][CH2:16][CH2:17][CH2:18][CH2:19][CH2:20][CH3:21])[CH:6]=1 |f:2.3|. Reported procedure: A mixture of 4-acetylamino-5-chloro-2-hexyloxybenzoic acid methyl ester (2.1 g), ethanol (10 ml), and water (30 ml) containing sodium hydroxide (2.6 g) is heated under reflux for 4 hours. The ethanol is distilled off under reduced pressure, and the resulting solution is acidified with dilute hydrochloric acid and extracted with chloroform. The organic layer is treated in the same manner as in part (2) of this Reference Example to give the title compound. Reactants: N(=O)[O-].[Na+] (sodium nitrite), C1(CCCCC1)CC(C(=O)N1C(OCC1C(C)C)=O)CC(=O)N1CCOCC1 (2-cyclohexylmethyl-1-(4-isopropyl-2-oxooxazolidin-3-yl)-4-morpholin-4-yl-butane-1,4-dione), O.[OH-].[Li+] (lithium hydroxide monohydrate), OO (hydrogen peroxide), solution. Solvent: C1CCOC1 (THF). Conditions: time 8 hour. Yields the product C1(CCCCC1)CC(C(=O)O)CC(=O)N1CCOCC1 (2-cyclohexylmethyl-4-morpholin-4-yl-4-oxobutyric acid). Isolated yield 47.9%. RXN SMILES: [CH:1]1([CH2:7][CH:8]([CH2:20][C:21]([N:23]2[CH2:28][CH2:27][O:26][CH2:25][CH2:24]2)=[O:22])[C:9](N2C(C(C)C)COC2=O)=[O:10])[CH2:6][CH2:5][CH2:4][CH2:3][CH2:2]1.O.[OH-].[Li+].OO.N([O-])=[O:35].[Na+]>C1COCC1>[CH:1]1([CH2:7][CH:8]([CH2:20][C:21]([N:23]2[CH2:28][CH2:27][O:26][CH2:25][CH2:24]2)=[O:22])[C:9]([OH:10])=[O:35])[CH2:2][CH2:3][CH2:4][CH2:5][CH2:6]1 |f:1.2.3,5.6|. Procedure: A solution of 2-cyclohexylmethyl-1-(4-isopropyl-2-oxooxazolidin-3-yl)-4-morpholin-4-yl-butane-1,4-dione (1.63 g, 4.13 mmol) in THF (20 mL) was treated with lithium hydroxide monohydrate (0.226 g, 5.37 mmol) and hydrogen peroxide (2 mL of a 30% solution) and the mixture was stirred overnight at ambient temperature. The mixture was treated with sodium nitrite (1.3 g) and stirred for an additional 30 minutes. The organic solvent was removed under reduced pressure and the residual mixture was dilute...